Task: describe an organic reaction: reactants, conditions, products, and yield. Dataset: the Open Reaction Database (ORD), a public repository of structured organic reaction records Reactants: COC(=O)Cl (methylchloroformate), CC1(C=2C=CC(=CC2C(CC1)(C)C)C#CC(=O)OCC)C (ethyl 3-(5,6,7,8-tetrahydro-5,5,8,8-tetramethyl-naphth-2-yl)propiolate), CC1(C=2C=CC(=CC2C(CC1)(C)C)C#CC(=O)OCC)C (ethyl 3-(5,6,7,8-tetrahydro-5,5,8,8-tetramethyl-naphth-2-yl)propiolate), C(CCC)[Li] (n-butyllithium), CC=1C(=CC=2C(CCC(C2C1)(C)C)(C)C)C#C ((3-methyl-5,5,8,8-tetramethyl-5,6,7,8-tetrahydronaphth-2-yl)ethyne). Yields the product CC=1C(=CC=2C(CCC(C2C1)(C)C)(C)C)C#CC(=O)OCC (Ethyl 3-[3,5,5,8,8,-pentamethyl-5,6,7,8-tetrahydronaphth-2-yl]propiolate). As a reaction SMILES: [CH3:1][C:2]1([CH3:21])[CH2:11][CH2:10][C:9]([CH3:13])([CH3:12])[C:8]2[CH:7]=[C:6]([C:14]#[C:15][C:16]([O:18][CH2:19][CH3:20])=[O:17])[CH:5]=[CH:4][C:3]1=2.[CH3:22]C1C(C#C)=CC2C(C)(C)CCC(C)(C)C=2C=1.COC(Cl)=O.C([Li])CCC>>[CH3:22][C:5]1[C:6]([C:14]#[C:15][C:16]([O:18][CH2:19][CH3:20])=[O:17])=[CH:7][C:8]2[C:9]([CH3:12])([CH3:13])[CH2:10][CH2:11][C:2]([CH3:21])([CH3:1])[C:3]=2[CH:4]=1. Procedure: Employing the same general procedure as used for the preparation of ethyl 3-[5,5,8,8-tetramethyl-5,6,7,8-tetrahydronaphth-2-yl]propiolate (Compound A), but instead using 1.9 g of (3-methyl-5,5,8,8-tetramethyl-5,6,7,8-tetrahydronaphth-2-yl)ethyne, 940 mgs (10 mmols) of methylchloroformate and 8.8 mmols of n-butyllithium the title compound was obtained as an oil. Starting materials: C(#N)CCO (2-cyanoethanol), COP(O)O.[Cl-].C(C)(C)[N-]C(C)C (phosphorous acid methyl ester diisopropylamide-chloride), C(C)(C)N(CC)C(C)C (diisopropylethylamine). Solvent: C(Cl)Cl (methylene chloride). Product: C(C)(C)[N-]C(C)C.C(#N)CCOP(OC)O (Phosphorous acid methyl ester-2-cyanoethyl-ester-diisopropylamide). Isolated yield 100.3%. Reaction SMILES: [C:1]([CH2:3][CH2:4][OH:5])#[N:2].[CH3:6][O:7][P:8](O)[OH:9].[Cl-].[CH:12]([N-:15][CH:16]([CH3:18])[CH3:17])([CH3:14])[CH3:13].C(N(C(C)C)CC)(C)C>C(Cl)Cl>[CH:12]([N-:15][CH:16]([CH3:18])[CH3:17])([CH3:14])[CH3:13].[C:1]([CH2:3][CH2:4][O:5][P:8]([OH:9])[O:7][CH3:6])#[N:2] |f:1.2.3,6.7|. Reported procedure: 0.68 ml (10 mmol) of 2-cyanoethanol are reacted analogously to Example 2 with 2 ml (11 mmol) of phosphorous acid methyl ester-diisopropylamide-chloride in the presence of 8 ml of diisopropylethylamine in 20 ml of freshly distilled methylene chloride. Drying at 30° C. in a high vacuum gives 2.5 g of an oil which, according to 31P-NMR, contains 94% of the compound VIII. ##STR15## The reactants are ClC1=C(C(=NN1C)C)CO ((5-chloro-1,3-dimethyl-1H-pyrazol-4-yl)methanol), C=1C=CC(=CC1)P(=O)(C=2C=CC=CC2)N=[N+]=[N-] (DPPA), C1CCC2=NCCCN2CC1 (DBU), CC(OCC)=O (EA). The solvent is C1(=CC=CC=C1)C (toluene). Run at time 1 hour. Product: N(=[N+]=[N-])CC=1C(=NN(C1Cl)C)C (4-(azidomethyl)-5-chloro-1,3-dimethyl-1H-pyrazole). RXN SMILES: [Cl:1][C:2]1[N:6]([CH3:7])[N:5]=[C:4]([CH3:8])[C:3]=1[CH2:9]O.C1C=CC(P([N:25]=[N+:26]=[N-:27])(C2C=CC=CC=2)=O)=CC=1.C1CCN2C(=NCCC2)CC1.CC(=O)OCC>C1(C)C=CC=CC=1>[N:25]([CH2:9][C:3]1[C:4]([CH3:8])=[N:5][N:6]([CH3:7])[C:2]=1[Cl:1])=[N+:26]=[N-:27]. Procedure details: To a solution of compound 2 (538 mg, 3.36 mmol) in toluene (10 mL) was added DPPA (1.1 mL, 5.04 mmol) and DBU (0.6 mL, 6.72 mmol) at 0° C. After stirring for 1 hr, the reaction mixture was warmed to room temperature and stirred for 24 hr. EA (20 mL) was added and the mixture was washed with water, brine, concentrated to give a yellow solid which was used without further purification. LCMS (ESI) m/z=186 (M+H)+. Starting materials: N1=C(C=CC=C1)N1CCNCC1 (1-(2-pyridyl)piperazine), ClCCC(COC1=CC=C(C=C1)Cl)O (4-chloro-1-(4-chlorophenoxy)-2-butanol), C([O-])([O-])=O.[Na+].[Na+] (sodium carbonate), [I-].[K+] (potassium iodide). The solvent is CC(C)O (2-propanol), C(CCC)O (1-butanol). Product: Cl.Cl.ClC1=CC=C(OCC(CCN2CCN(CC2)C2=NC=CC=C2)O)C=C1 (1-(4-Chlorophenoxy)-4-[4-(2-pyridyl)-1-piperazinyl]-2-butanol dihydrochloride), Cl (hydrogen chloride). Reaction SMILES: [N:1]1[CH:6]=[CH:5][CH:4]=[CH:3][C:2]=1[N:7]1[CH2:12][CH2:11][NH:10][CH2:9][CH2:8]1.[Cl:13][CH2:14][CH2:15][CH:16]([OH:26])[CH2:17][O:18][C:19]1[CH:24]=[CH:23][C:22]([Cl:25])=[CH:21][CH:20]=1.C(=O)([O-])[O-].[Na+].[Na+].[I-].[K+]>CC(O)C.C(O)CCC>[ClH:13].[ClH:13].[Cl:25][C:22]1[CH:23]=[CH:24][C:19]([O:18][CH2:17][CH:16]([OH:26])[CH2:15][CH2:14][N:10]2[CH2:9][CH2:8][N:7]([C:2]3[CH:3]=[CH:4][CH:5]=[CH:6][N:1]=3)[CH2:12][CH2:11]2)=[CH:20][CH:21]=1.[ClH:13] |f:2.3.4,5.6,9.10.11|. Procedure: This compound was prepared according to the procedure of Example 97. A mixture of 5.0 g (0.03 mole) of 1-(2-pyridyl)piperazine, 7.0 g (0.03 mole) of 4-chloro-1-(4-chlorophenoxy)-2-butanol, 16.0 g (0.15 mole) of anhydrous sodium carbonate and 0.3 g (0.002 mole) of potassium iodide in a total volume of 200 ml of 1-butanol gave a golden oil as residue. The hydrochloride was formed in 2-propanol saturated with hydrogen chloride and the collected solid was recrystallized from aqueous 2-propanol to gi... The reactants are C(C1=CC=CC=C1)OC(=O)N1CC(CCC1)(C1=CC=CC=C1)NC(C1=C(C=C(C=C1C(F)(F)F)C(F)(F)F)OC)=O (rac-3-(2-methoxy-4,6-bis-trifluoromethyl-benzoylamino)-3-phenyl-piperidine-1-carboxylic acid benzyl ester). The reagents and catalysts are [Pd] (Pd/C). Run in CO (methanol). Conditions: time 1.5 hour. The product is COC1=C(C(=O)NC2(CNCCC2)C2=CC=CC=C2)C(=CC(=C1)C(F)(F)F)C(F)(F)F (rac-2-Methoxy-N-(3-phenyl-piperidin-3-yl)-4,6-bis-trifluoromethyl-benzamide). The yield is 96.4%. As a reaction SMILES: C(OC([N:11]1[CH2:16][CH2:15][CH2:14][C:13]([NH:23][C:24](=[O:41])[C:25]2[C:30]([C:31]([F:34])([F:33])[F:32])=[CH:29][C:28]([C:35]([F:38])([F:37])[F:36])=[CH:27][C:26]=2[O:39][CH3:40])([C:17]2[CH:22]=[CH:21][CH:20]=[CH:19][CH:18]=2)[CH2:12]1)=O)C1C=CC=CC=1>CO.[Pd]>[CH3:40][O:39][C:26]1[CH:27]=[C:28]([C:35]([F:36])([F:37])[F:38])[CH:29]=[C:30]([C:31]([F:34])([F:32])[F:33])[C:25]=1[C:24]([NH:23][C:13]1([C:17]2[CH:18]=[CH:19][CH:20]=[CH:21][CH:22]=2)[CH2:14][CH2:15][CH2:16][NH:11][CH2:12]1)=[O:41]. Procedure: To a solution of 445 mg (0.767 mmol) rac-3-(2-methoxy-4,6-bis-trifluoromethyl-benzoylamino)-3-phenyl-piperidine-1-carboxylic acid benzyl ester in methanol (4.5 ml) were added 44 mg Pd/C 10%. The mixture was stirred under a hydrogen atmosphere at room temperature for 1.5 hour. The apparatus was purged with argon. The catalyst was filtered and the filtrate was concentrated in vacuo to provide 330 mg (96%) of the title compound as a white foam. MS (m/e): 447.3 (M+H). Reactants: CC(C)(C)OC(=O)N1CCC(c2nc(-c3ccc(F)c(Cl)c3)cc(N3CCN(c4ncccc4C(F)(F)F)CC3)n2)CC1, Cl, C1COCCO1. Yields the product Cl, Fc1ccc(-c2cc(N3CCN(c4ncccc4C(F)(F)F)CC3)nc(C3CCNCC3)n2)cc1Cl. Reaction SMILES: [C:1]([O:2][C:3](=[O:4])[N:8]1[CH2:9][CH2:10][CH:11]([c:14]2[n:15][c:16]([N:28]3[CH2:29][CH2:30][N:31]([c:34]4[n:35][cH:36][cH:37][cH:38][c:39]4[C:40]([F:41])([F:42])[F:43])[CH2:32][CH2:33]3)[cH:17][c:18](-[c:20]3[cH:21][c:22]([Cl:27])[c:23]([F:26])[cH:24][cH:25]3)[n:19]2)[CH2:12][CH2:13]1)([CH3:5])([CH3:6])[CH3:7].[ClH:44].[O:45]1[CH2:46][CH2:47][O:48][CH2:49][CH2:50]1>>[ClH:44].[NH:8]1[CH2:9][CH2:10][CH:11]([c:14]2[n:15][c:16]([N:28]3[CH2:29][CH2:30][N:31]([c:34]4[n:35][cH:36][cH:37][cH:38][c:39]4[C:40]([F:41])([F:42])[F:43])[CH2:32][CH2:33]3)[cH:17][c:18](-[c:20]3[cH:21][c:22]([Cl:27])[c:23]([F:26])[cH:24][cH:25]3)[n:19]2)[CH2:12][CH2:13]1.